From a dataset of the Open Reaction Database (ORD), a public repository of structured organic reaction records. describe an organic reaction: reactants, conditions, products, and yield Starting materials: CNCCS(=O)(=O)O (2-methylaminoethane-1-sulfonic acid), [Na] (sodium), [OH-].[Na+] (sodium hydroxide), ClC(=O)OCC1=CC=CC=C1 (benzyl chloroformate). Run at time 2 hour. Product: C(C1=CC=CC=C1)OC(=O)N(CCS(=O)(=O)O)C (2-[[(benzyloxy)carbonyl](methyl)amino]-ethane-1-sulfonic acid), [Na] (sodium). As a reaction SMILES: [CH3:1][NH:2][CH2:3][CH2:4][S:5]([OH:8])(=[O:7])=[O:6].[Na:9].[OH-].[Na+].Cl[C:13]([O:15][CH2:16][C:17]1[CH:22]=[CH:21][CH:20]=[CH:19][CH:18]=1)=[O:14]>>[CH2:16]([O:15][C:13]([N:2]([CH3:1])[CH2:3][CH2:4][S:5]([OH:8])(=[O:7])=[O:6])=[O:14])[C:17]1[CH:22]=[CH:21][CH:20]=[CH:19][CH:18]=1.[Na:9] |f:2.3,^1:8,40|. Procedure: To a stirred solution of 2-methylaminoethane-1-sulfonic acid, sodium salt (16.1 g, 100 mmol), in aq. sodium hydroxide (1M, 100 mL, 100 mmol) at 0° C., benzyl chloroformate (16 mL, 112 mmol) was added over a period of 15 minutes. The resulting mixture was stirred at room temperature for 2 hours and extracted with hexane. The aqueous solution was freeze dried to provide 2-[[(benzyloxy)carbonyl](methyl)amino]-ethane-1-sulfonic acid, sodium salt. Reported procedure: To a suspension of (5)-ethyl 6-bromo-4-oxo-1-(piperidin-3-yl)-1,4-dihydro-1,7-naphthyridine-3-carboxylate hydrochloride (Intermediate 62, 610 mg, 1.46 mmol, 1 equiv.) in acetonitrile (4 mL) was added 2-chloro-N,N-diethylethanamine hydrochloride (252 mg, 1.46 mmol, 1 equiv.) followed by potassium carbonate (1 g, 7.32 mmol, 5 equiv.). This was stirred in the microwave at 120° C. for 30 min. The reaction was cooled to room temperature and diluted with ethyl acetate. The precipitate was discarded, a... As a reaction SMILES: Cl.[Br:2][C:3]1[CH:4]=[C:5]2[C:10](=[CH:11][N:12]=1)[N:9]([C@H:13]1[CH2:18][CH2:17][CH2:16][NH:15][CH2:14]1)[CH:8]=[C:7]([C:19]([O:21][CH2:22][CH3:23])=[O:20])[C:6]2=[O:24].Cl.Cl[CH2:27][CH2:28][N:29]([CH2:32][CH3:33])[CH2:30][CH3:31].C(=O)([O-])[O-].[K+].[K+]>C(#N)C.C(OCC)(=O)C>[Br:2][C:3]1[CH:4]=[C:5]2[C:10](=[CH:11][N:12]=1)[N:9]([C@H:13]1[CH2:18][CH2:17][CH2:16][N:15]([CH2:27][CH2:28][N:29]([CH2:32][CH3:33])[CH2:30][CH3:31])[CH2:14]1)[CH:8]=[C:7]([C:19]([O:21][CH2:22][CH3:23])=[O:20])[C:6]2=[O:24] |f:0.1,2.3,4.5.6|. Starting materials: Cl.ClCCN(CC)CC (2-chloro-N,N-diethylethanamine hydrochloride), C([O-])([O-])=O.[K+].[K+] (potassium carbonate), Cl.BrC=1C=C2C(C(=CN(C2=CN1)[C@@H]1CNCCC1)C(=O)OCC)=O ((S)-ethyl 6-bromo-4-oxo-1-(piperidin-3-yl)-1,4-dihydro-1,7-naphthyridine-3-carboxylate hydrochloride), Cl.BrC=1C=C2C(C(=CN(C2=CN1)[C@@H]1CNCCC1)C(=O)OCC)=O ((S)-ethyl 6-bromo-4-oxo-1-(piperidin-3-yl)-1,4-dihydro-1,7-naphthyridine-3-carboxylate hydrochloride). The product is BrC=1C=C2C(C(=CN(C2=CN1)[C@@H]1CN(CCC1)CCN(CC)CC)C(=O)OCC)=O ((S)-ethyl 6-bromo-1-(1-(2-(diethylamino)ethyl)piperidin-3-yl)-4-oxo-1,4-dihydro-1,7-naphthyridine-3-carboxylate). Conditions: temperature 120 celsius, time 30 minute. Run in C(C)#N (acetonitrile), C(C)(=O)OCC (ethyl acetate). Product: COc1cc2c(cc1Br)C(=O)CC(C)(C)O2. As a reaction SMILES: [Br:1][c:2]1[cH:3][c:4]2[c:9]([cH:10][c:11]1[OH:12])[O:8][C:7]([CH3:13])([CH3:14])[CH2:6][C:5]2=[O:15].[C:16](=[O:17])([O-:18])[O-:19].[CH3:25][C:26](=[O:27])[CH3:28].[I:22][CH3:23].[K+:20].[K+:21].[OH2:24]>>[Br:1][c:2]1[cH:3][c:4]2[c:9]([cH:10][c:11]1[O:12][CH3:16])[O:8][C:7]([CH3:13])([CH3:14])[CH2:6][C:5]2=[O:15]. Starting materials: CC1(C)CC(=O)c2cc(Br)c(O)cc2O1, O=C([O-])[O-], CC(C)=O, CI, [K+], [K+], O. Starting materials: CC(C)([O-])C.[K+] (potassium tert-butoxide), [Cl-].C(C)(C)(C)OC(=O)C[P+](C1=CC=CC=C1)(C1=CC=CC=C1)C1=CC=CC=C1 ((tert-butoxycarbonylmethyl)triphenylphosphonium chloride), FC=1C=C(C=O)C=CC1[N+](=O)[O-] (3-fluoro-4-nitrobenzaldehyde). Run in O1CCCC1 (tetrahydrofuran). The product is C(C)(C)(C)OC(\C=C\C1=CC(=C(C=C1)[N+](=O)[O-])F)=O ((E)-3-(3-Fluoro-4-nitro-phenyl)-acrylic acid tert-butyl ester). Isolated yield 86.0%. Reaction SMILES: [Cl-].[C:2]([O:6][C:7]([CH2:9][P+](C1C=CC=CC=1)(C1C=CC=CC=1)C1C=CC=CC=1)=[O:8])([CH3:5])([CH3:4])[CH3:3].CC(C)([O-])C.[K+].[F:35][C:36]1[CH:37]=[C:38]([CH:41]=[CH:42][C:43]=1[N+:44]([O-:46])=[O:45])[CH:39]=O>O1CCCC1>[C:2]([O:6][C:7](=[O:8])/[CH:9]=[CH:39]/[C:38]1[CH:41]=[CH:42][C:43]([N+:44]([O-:46])=[O:45])=[C:36]([F:35])[CH:37]=1)([CH3:5])([CH3:4])[CH3:3] |f:0.1,2.3|. Procedure details: To a suspension of (tert-butoxycarbonylmethyl)triphenylphosphonium chloride (1.6 g, 3.9 mmol; [35000-37-4]) in tetrahydrofuran (10 ml) was added potassium tert-butoxide (0.44 g, 3.9 mmol). After stirring for 15 min 3-fluoro-4-nitrobenzaldehyde (0.60 g, 3.5 mmol; [160538-51-2]) was added. After 1.5 h the suspension was poured on water, the phases were separated and the aqueous phase extracted three times with ethyl acetate. The combined organic layers were washed with brine, dried over magnesium ... Starting materials: FC(C(=O)O)(F)F (trifluoroacetic acid), N (ammonia), FC=1C=C2N(C=C(NC2=O)C2=CC=C(C=C2)C(C)(C)O)C1 (7-fluoro-3-[4-(1-hydroxy-1-methyl-ethyl)-phenyl]-2H-pyrrolo[1,2-a]pyrazin-1-one), [N-]=[N+]=[N-].[Na+] (sodium azide). Run in ClCCl (dichloromethane), C1CCCCC1.C(C)(=O)OCC (cyclohexane ethyl acetate), ClCCl (dichloromethane). Reaction conditions: temperature 0 celsius, time 3 hour. Product: N(=[N+]=[N-])C(C)(C)C1=CC=C(C=C1)C=1NC(C=2N(C1)C=C(C2)F)=O (3-[4-(1-azido-1-methyl-ethyl)-phenyl]-7-fluoro-2H-pyrrolo[1,2-a]pyrazin-1-one). As a reaction SMILES: [F:1][C:2]1[CH:3]=[C:4]2[C:9](=[O:10])[NH:8][C:7]([C:11]3[CH:16]=[CH:15][C:14]([C:17](O)([CH3:19])[CH3:18])=[CH:13][CH:12]=3)=[CH:6][N:5]2[CH:21]=1.[N-:22]=[N+:23]=[N-:24].[Na+].FC(F)(F)C(O)=O.N>ClCCl.C1CCCCC1.C(OCC)(=O)C>[N:22]([C:17]([C:14]1[CH:15]=[CH:16][C:11]([C:7]2[NH:8][C:9](=[O:10])[C:4]3[N:5]([CH:21]=[C:2]([F:1])[CH:3]=3)[CH:6]=2)=[CH:12][CH:13]=1)([CH3:19])[CH3:18])=[N+:23]=[N-:24] |f:1.2,6.7|. Reported procedure: To a suspension of 143 mg (0.5 mmol) 7-fluoro-3-[4-(1-hydroxy-1-methyl-ethyl)-phenyl]-2H-pyrrolo[1,2-a]pyrazin-1-one and 71.5 mg (1.1 mmol) sodium azide in 1 ml dichloromethane is added dropwise under external cooling with ice a solution of 316 μl (4.1 mmol) trifluoroacetic acid in 0.6 ml dichloromethane. The reaction mixture is stirred for 3 hours at 0° C. Ice and 25% aqueous ammonia are added to obtain a two-phase mixture with a pH of 11. Then a 1:1 mixture of cyclohexane/ethyl acetate is adde...